Dataset: the Open Reaction Database (ORD), a public repository of structured organic reaction records. Task: describe an organic reaction: reactants, conditions, products, and yield The reactants are CO, O=[N+]([O-])c1c[nH]nc1-c1cccnc1. Product: Nc1c[nH]nc1-c1cccnc1. As a reaction SMILES: [CH3:15][OH:16].[N+:1]([O-:2])(=[O:3])[c:4]1[c:5](-[c:9]2[cH:10][n:11][cH:12][cH:13][cH:14]2)[n:6][nH:7][cH:8]1>>[NH2:1][c:4]1[c:5](-[c:9]2[cH:10][n:11][cH:12][cH:13][cH:14]2)[n:6][nH:7][cH:8]1. The product is CC1(C)CCC(C)(C)c2c1cc(C(=O)O)c(O)c2Br. The reactants are BrBr, CC(=O)O, CC1(C)CCC(C)(C)c2cc(C(=O)O)c(O)cc21. RXN SMILES: [Br:19][Br:20].[C:21]([OH:22])(=[O:23])[CH3:24].[CH3:1][C:2]1([CH3:18])[c:3]2[cH:4][c:5]([C:15](=[O:16])[OH:17])[c:6]([OH:14])[cH:7][c:8]2[C:9]([CH3:12])([CH3:13])[CH2:10][CH2:11]1>>[CH3:1][C:2]1([CH3:18])[c:3]2[cH:4][c:5]([C:15](=[O:16])[OH:17])[c:6]([OH:14])[c:7]([Br:19])[c:8]2[C:9]([CH3:12])([CH3:13])[CH2:10][CH2:11]1. Starting materials: FC(S(=O)(=O)O)(F)F (Trifluoromethane sulfonic acid), ClC(C)Cl (dichloroethane), FC1=C(C=CC=C1)C=C(C)C (1-fluoro-(2-methylpropen-1-yl)benzene), 1-fluoro-(2-methylpropen-2-yl)benzene, N1=CC(=CC2=CC=CC=C12)C#N (quinoline-3-carbonitrile). Solvent: O (water). Reaction conditions: time 18 hour. Yields the product FC1=C2CC(N=C(C2=CC=C1)C=1C=NC2=CC=CC=C2C1)(C)C (3-(5-fluoro-3,3-dimethyl-3,4-dihydroisoquinolin-1-yl)quinoline). The yield is 47.0%. As a reaction SMILES: FC(F)(F)S(O)(=O)=O.ClC(Cl)C.[F:13][C:14]1[CH:19]=[CH:18][CH:17]=[CH:16][C:15]=1[CH:20]=[C:21]([CH3:23])[CH3:22].[N:24]1[C:33]2[C:28](=[CH:29][CH:30]=[CH:31][CH:32]=2)[CH:27]=[C:26]([C:34]#[N:35])[CH:25]=1>O>[F:13][C:14]1[CH:19]=[CH:18][CH:17]=[C:16]2[C:15]=1[CH2:20][C:21]([CH3:23])([CH3:22])[N:35]=[C:34]2[C:26]1[CH:25]=[N:24][C:33]2[C:28]([CH:27]=1)=[CH:29][CH:30]=[CH:31][CH:32]=2. Reported procedure: Trifluoromethane sulfonic acid (0.52 mL) were added while cooling with ice to a dichloroethane (0.58 mL) solution of an about 4:7 mixture of 1-fluoro-(2-methylpropen-1-yl)benzene and 1-fluoro-(2-methylpropen-2-yl)benzene (87.3 mg, 0.58 mmol) and quinoline-3-carbonitrile (89.6 mg, 0.58 mmol), and after stirring for 18 hours at room temperature, the solution was poured into water followed by extraction with ethyl acetate and applying the resulting residue to chromatography to obtain 82.2 mg of the... Reactants: C(C)(=O)OCC (ethyl acetate), [Si](C)(C)(C(C)(C)C)OCCCCCCCCCC1C(COC2=CC(=CC=C12)OCOC)(C)C1=CC=C(C=C1)OCOC (4-[9-(t-Butyldimethylsilyloxy)-nonyl]-7-methoxymethoxy-3-(4-methoxymethoxyphenyl)-3-methylchroman), CCCCCC (n-hexane), CC1=CC=C(C=C1)S(=O)(=O)[O-].C1=CC=[NH+]C=C1 (PPTS). Run in CO (methanol). Conditions: time 4 hour. Product: OCCCCCCCCCC1C(COC2=CC(=CC=C12)OCOC)(C)C1=CC=C(C=C1)OCOC (4-(9-hydroxynonyl)-7-methoxymethoxy-3-(4-methoxymethoxyphenyl)-3-methylchroman). Isolated yield 77.0%. Reaction SMILES: [Si]([O:8][CH2:9][CH2:10][CH2:11][CH2:12][CH2:13][CH2:14][CH2:15][CH2:16][CH2:17][CH:18]1[C:27]2[C:22](=[CH:23][C:24]([O:28][CH2:29][O:30][CH3:31])=[CH:25][CH:26]=2)[O:21][CH2:20][C:19]1([C:33]1[CH:38]=[CH:37][C:36]([O:39][CH2:40][O:41][CH3:42])=[CH:35][CH:34]=1)[CH3:32])(C(C)(C)C)(C)C.CC1C=CC(S([O-])(=O)=O)=CC=1.C1C=C[NH+]=CC=1.CCCCCC.C(OCC)(=O)C>CO>[OH:8][CH2:9][CH2:10][CH2:11][CH2:12][CH2:13][CH2:14][CH2:15][CH2:16][CH2:17][CH:18]1[C:27]2[C:22](=[CH:23][C:24]([O:28][CH2:29][O:30][CH3:31])=[CH:25][CH:26]=2)[O:21][CH2:20][C:19]1([C:33]1[CH:34]=[CH:35][C:36]([O:39][CH2:40][O:41][CH3:42])=[CH:37][CH:38]=1)[CH3:32] |f:1.2|. Procedure: 4-[9-(t-Butyldimethylsilyloxy)-nonyl]-7-methoxymethoxy-3-(4-methoxymethoxyphenyl)-3-methylchroman (0.62 g, 11.0 mmol) was dissolved in methanol (30 ml), PPTS (0.70 g) was added thereto, and the mixture was stirred at room temperature for 4 hours. After the reaction was completed, the reaction mixture was concentrated under reduced pressure. The residue was poured into water and extracted with ethyl acetate. The organic layer was dried over anhydrous magnesium sulfate, and concentrated under redu...